From a dataset of the Open Reaction Database (ORD), a public repository of structured organic reaction records. describe an organic reaction: reactants, conditions, products, and yield The reactants are ClC1=NC=2N(C=C1)N=CC2C(=O)Cl (5-chloropyrazolo[1,5-a]pyrimidine-3-carbonyl chloride), ClC=1C=C(C=CC1)N1N=C(C=C1N)C (1-(3-chlorophenyl)-3-methyl-1H-pyrazol-5-amine), C(C)(C)N(C(C)C)CC (N,N-diisopropylethylamine). Run in ClCCl (dichloromethane). Yields the product ClC1=NC=2N(C=C1)N=CC2C(=O)NC2=CC(=NN2C2=CC(=CC=C2)Cl)C (5-chloro-N-(1-(3-chlorophenyl)-3-methyl-1H-pyrazol-5-yl)pyrazolo[1,5-a]pyrimidine-3-carboxamide). Isolated yield 95.8%. Reaction SMILES: [Cl:1][C:2]1[CH:7]=[CH:6][N:5]2[N:8]=[CH:9][C:10]([C:11](Cl)=[O:12])=[C:4]2[N:3]=1.[Cl:14][C:15]1[CH:16]=[C:17]([N:21]2[C:25]([NH2:26])=[CH:24][C:23]([CH3:27])=[N:22]2)[CH:18]=[CH:19][CH:20]=1.C(N(CC)C(C)C)(C)C>ClCCl>[Cl:1][C:2]1[CH:7]=[CH:6][N:5]2[N:8]=[CH:9][C:10]([C:11]([NH:26][C:25]3[N:21]([C:17]4[CH:18]=[CH:19][CH:20]=[C:15]([Cl:14])[CH:16]=4)[N:22]=[C:23]([CH3:27])[CH:24]=3)=[O:12])=[C:4]2[N:3]=1. Procedure: A solution of 5-chloropyrazolo[1,5-a]pyrimidine-3-carbonyl chloride (150 mg, 0.69 mM, 1.0 equiv), 1-(3-chlorophenyl)-3-methyl-1H-pyrazol-5-amine (140 mg, 0.69 mM, 1.0 equiv, available from Enamine, Ltd, Cincinnati, Ohio Cat# EN300-02447), N,N-diisopropylethylamine (0.18 mL, 1.0 mM, 1.0 equiv), and 15 mL of dichloromethane was stirred at ambient temperature for 3 days. The reaction was partitioned between dichloromethane and water. The dichloromethane phase was dried over sodium sulfate and vacuu... The reactants are ClCc1ccc(Br)cc1, CCO, Oc1ccc(CN2CCCC2)cc1. The product is Brc1ccc(COc2ccc(CN3CCCC3)cc2)cc1. Reaction SMILES: [Br:14][c:15]1[cH:16][cH:17][c:18]([CH2:19][Cl:20])[cH:21][cH:22]1.[CH3:23][CH2:24][OH:25].[OH:1][c:2]1[cH:3][cH:4][c:5]([CH2:6][N:7]2[CH2:8][CH2:9][CH2:10][CH2:11]2)[cH:12][cH:13]1>>[O:1]([c:2]1[cH:3][cH:4][c:5]([CH2:6][N:7]2[CH2:8][CH2:9][CH2:10][CH2:11]2)[cH:12][cH:13]1)[CH2:19][c:18]1[cH:17][cH:16][c:15]([Br:14])[cH:22][cH:21]1. Starting materials: C(C1=CC=CC=C1)OC(=O)NC(=N)C1=CC=C(OCCCCN2C(C(N(CC2)CC2=C(C=C(C=C2)OC)OC)=O)=O)C=C1 (4-[4-(4-benzyloxycarbonylamidinophenoxy)butyl]-1-(2,4-dimethoxybenzyl)-2,3-dioxopiperazine), FC(C(=O)O)(F)F (trifluoroacetic acid). Run in C1(=CC=CC=C1)OC (anisole). Reaction conditions: time 30 minute. Yields the product FC(C(=O)O)(F)F.C(N)(=N)C1=CC=C(OCCCCN2C(C(NCC2)=O)=O)C=C1 (4-[4-(4-amidinophenoxy)butyl]-2,3-dioxopiperazine trifluoroacetate). As a reaction SMILES: C(OC([NH:11][C:12]([C:14]1[CH:43]=[CH:42][C:17]([O:18][CH2:19][CH2:20][CH2:21][CH2:22][N:23]2[CH2:28][CH2:27][N:26](CC3C=CC(OC)=CC=3OC)[C:25](=[O:40])[C:24]2=[O:41])=[CH:16][CH:15]=1)=[NH:13])=O)C1C=CC=CC=1.[F:44][C:45]([F:50])([F:49])[C:46]([OH:48])=[O:47]>C1(OC)C=CC=CC=1>[F:44][C:45]([F:50])([F:49])[C:46]([OH:48])=[O:47].[C:12]([C:14]1[CH:15]=[CH:16][C:17]([O:18][CH2:19][CH2:20][CH2:21][CH2:22][N:23]2[CH2:28][CH2:27][NH:26][C:25](=[O:40])[C:24]2=[O:41])=[CH:42][CH:43]=1)(=[NH:11])[NH2:13] |f:3.4|. Reported procedure: In 3.4 ml of anisole was dissolved 1.7 g of 4-[4-(4-benzyloxycarbonylamidinophenoxy)butyl]-1-(2,4-dimethoxybenzyl)-2,3-dioxopiperazine, and 6.8 ml of trifluoroacetic acid was added to the solution, followed by refluxing for 5 hours. After cooling, the solvent was distilled off under reduced pressure. To the resulting residue was added 10 ml of ethyl acetate, and stirred for 30 minutes, after which the precipitate was collected by filtration and dried to obtain 1.2 g of 4-[4-(4-amidinophenoxy)but... Reactants: NC=1C(N(C(N(C1N)CC)=O)CC)=O (5,6-diamino-1,3 -diethyluracil), COC1=C(C=CC(=O)O)C=CC(=C1C)OC (2,4-dimethoxy-3-methylcinnamic acid). The product is COC1=C(/C=C/C2=NC=3N(C(N(C(C3N2)=O)CC)=O)CC)C=CC(=C1C)OC ((E)-8-(2, 4-Dimethoxy-3-methylstyryl)-1,3-diethylxanthine). RXN SMILES: [NH2:1][C:2]1[C:3](=[O:14])[N:4]([CH2:12][CH3:13])[C:5](=[O:11])[N:6]([CH2:9][CH3:10])[C:7]=1[NH2:8].[CH3:15][O:16][C:17]1[C:27]([CH3:28])=[C:26]([O:29][CH3:30])[CH:25]=[CH:24][C:18]=1[CH:19]=[CH:20][C:21](O)=O>>[CH3:15][O:16][C:17]1[C:27]([CH3:28])=[C:26]([O:29][CH3:30])[CH:25]=[CH:24][C:18]=1/[CH:19]=[CH:20]/[C:21]1[NH:1][C:2]2[C:3](=[O:14])[N:4]([CH2:12][CH3:13])[C:5](=[O:11])[N:6]([CH2:9][CH3:10])[C:7]=2[N:8]=1. Reported procedure: Substantially the same procedure as in Example 7 was repeated using 2.0 g (10.1 mmol) of 5,6-diamino-1,3 -diethyluracil and 2.04 g (9.19 mmol) of 2,4-dimethoxy-3-methylcinnamic acid. Then, the resultant crude crystals were recrystallized from dioxane/water to give 1.22 g (yield of Compound 76 as a yellow powder. The reactants are N1(N=NC2=C1C=CC=C2)OC2=NC=C(C(=N2)NC2=C1C=CN(C1=CC=C2)C)C(=O)N (2-(1H-benzo[d][1,2,3]triazol-1-yloxy)-4-(1-methyl-1H-indol-4-ylamino)pyrimidine-5-carboxamide), N[C@H]1[C@H](CCCC1)NC(OC(C)(C)C)=O (tert butyl (1S,2R)-2-aminocyclohexylcarbamate), CCN(C(C)C)C(C)C (DIPEA). Run at temperature 80 celsius. Product: N[C@@H]1[C@@H](CCCC1)NC1=NC=C(C(=N1)NC1=C2C=CN(C2=CC=C1)C)C(=O)N (2-((1R,2S)-2-aminocyclohexylamino)-4-(1-methyl-1H-indol-4-ylamino)pyrimidine-5-carboxamide). Isolated yield 22.1%. RXN SMILES: N1(O[C:11]2[N:16]=[C:15]([NH:17][C:18]3[CH:26]=[CH:25][CH:24]=[C:23]4[C:19]=3[CH:20]=[CH:21][N:22]4[CH3:27])[C:14]([C:28]([NH2:30])=[O:29])=[CH:13][N:12]=2)C2C=CC=CC=2N=N1.[NH2:31][C@@H:32]1[CH2:37][CH2:36][CH2:35][CH2:34][C@@H:33]1[NH:38]C(=O)OC(C)(C)C.CCN(C(C)C)C(C)C>>[NH2:31][C@H:32]1[CH2:37][CH2:36][CH2:35][CH2:34][C@H:33]1[NH:38][C:11]1[N:16]=[C:15]([NH:17][C:18]2[CH:26]=[CH:25][CH:24]=[C:23]3[C:19]=2[CH:20]=[CH:21][N:22]3[CH3:27])[C:14]([C:28]([NH2:30])=[O:29])=[CH:13][N:12]=1. Reported procedure: To a solid of 2-(1H-benzo[d][1,2,3]triazol-1-yloxy)-4-(1-methyl-1H-indol-4-ylamino)pyrimidine-5-carboxamide (100 mg, 0.25 mmol) in vial was added tert butyl (1S,2R)-2-aminocyclohexylcarbamate (0.3 M solution in NMP, 1.25 mL, 0.375 mmol) and DIPEA (0.09 mL, 0.5 mmol). It was heated at 80° C. for 2 h, cooled and purified by preparative HPLC to give 2-((1R,2S)-2-aminocyclohexylamino)-4-(1-methyl-1H-indol-4-ylamino)pyrimidine-5-carboxamide (21 mg). MS found for C20H25N7O as (M+H)+ 380.4. UV: λ=219.2... The reactants are BrC=1C=CC2=C(CNC3=C(OC2)C=CC(=C3)Cl)C1 (9-Bromo-2-chloro-11,12-dihydro-6H-5-oxa-12-aza-dibenzo[a,e]cyclooctene), N1=CC=CC=C1 (pyridine), BrC=1C=CC2=C(CNC3=C(OC2)C=CC(=C3)Cl)C1 (9-Bromo-2-chloro-11,12-dihydro-6H-5-oxa-12-aza-dibenzo[a,e]cyclooctene), C(C)(=O)OC(C)=O (acetic anhydride). Reagents/catalysts: CN(C)C=1C=CN=CC1 (DMAP). Solvent: C1(=CC=CC=C1)C (toluene). Run at temperature 70 celsius. Yields the product BrC=1C=CC2=C(CN(C3=C(OC2)C=CC(=C3)Cl)C(C)=O)C1 (1-(9-Bromo-2-chloro-6,11-dihydro-5-oxa-12-aza-dibenzo[a,e]cycloocten-12-yl)-ethanone). The yield is 96.0%. As a reaction SMILES: [Br:1][C:2]1[CH:3]=[CH:4][C:5]2[CH2:12][O:11][C:10]3[CH:13]=[CH:14][C:15]([Cl:17])=[CH:16][C:9]=3[NH:8][CH2:7][C:6]=2[CH:18]=1.[C:19](OC(=O)C)(=[O:21])[CH3:20].N1C=CC=CC=1>CN(C1C=CN=CC=1)C.C1(C)C=CC=CC=1>[Br:1][C:2]1[CH:3]=[CH:4][C:5]2[CH2:12][O:11][C:10]3[CH:13]=[CH:14][C:15]([Cl:17])=[CH:16][C:9]=3[N:8]([C:19](=[O:21])[CH3:20])[CH2:7][C:6]=2[CH:18]=1. Procedure details: To a stirred solution of 9-Bromo-2-chloro-11,12-dihydro-6H-5-oxa-12-aza-dibenzo[a,e]cyclooctene Example 347E (3.8 mg, 11.7 umol) and DMAP (cat. amount) in toluene (0.3 mL) was added acetic anhydride (0.10 mL, 1.05 mmol) and pyridine (0.05 mL, 46.9 umol). This reaction mixture was heated at 70° C. for 30 minutes, cooled to room temperature and concentrated in vacuo. This was purified by a ISCO auto CombiFlash with a RediSep 4 g column, eluted with Hexane-CH2Cl2, detected at 220 nM to give 4.1 mg ... Starting materials: C(=O)(O)[O-].[Na+] (NaHCO3), ice, CC#N.OP(=O)(O)O (CH3CN H3PO4), ice, C1(C=2C(C(N1C(CC(=O)N)C1=CC(=C(C=C1)OCC)OCC)=O)=CC=CC2)=O (3-phthalimido-3-(3,4-diethoxyphenyl)propionamide), CN1CCOCC1 (4-methylmorpholine), S(=O)(Cl)Cl (thionyl chloride). Run in CN(C)C=O (DMF). The product is C1(C=2C(C(N1C(CC#N)C1=CC(=C(C=C1)OCC)OCC)=O)=CC=CC2)=O (3-Phthalimido-3-(3,4-diethoxyphenyl)propionitrile). The yield is 54.9%. As a reaction SMILES: [C:1]1(=[O:28])[N:5]([CH:6]([C:11]2[CH:16]=[CH:15][C:14]([O:17][CH2:18][CH3:19])=[C:13]([O:20][CH2:21][CH3:22])[CH:12]=2)[CH2:7][C:8]([NH2:10])=O)[C:4](=[O:23])[C:3]2=[CH:24][CH:25]=[CH:26][CH:27]=[C:2]12.CN1CCOCC1.S(Cl)(Cl)=O.CC#N.OP(O)(O)=O.C([O-])(O)=O.[Na+]>CN(C=O)C>[C:4]1(=[O:23])[N:5]([CH:6]([C:11]2[CH:16]=[CH:15][C:14]([O:17][CH2:18][CH3:19])=[C:13]([O:20][CH2:21][CH3:22])[CH:12]=2)[CH2:7][C:8]#[N:10])[C:1](=[O:28])[C:2]2=[CH:27][CH:26]=[CH:25][CH:24]=[C:3]12 |f:3.4,5.6|. Procedure details: To an ice bath cooled stirred suspension of 3-phthalimido-3-(3,4-diethoxyphenyl)propionamide (0.96 g, 2.5 mmol) and 4-methylmorpholine (0.66 mL, 6 mmol) in DMF (9 mL) under nitrogen, was added thionyl chloride (0.35 mL, 4.8 mmol) dropwise. There was a slight exotherm after which the mixture was stirred at 0°-5° C. for 30 minutes and at room temperature for 2 hours. The reaction was monitored by HPLC (Waters Nova-Pak/C-18 column, 3.9×150 mm, 4 micron, 1 mL/min, 240 nm, 50/50 CH3CN/H3PO4 0.1% (aq)... The reactants are ClCCBr, COc1cc2nc(-c3ccc(-c4ccccc4)c(F)c3)nc(Nc3ccc4c(cnn4C(=O)OC(C)(C)C)c3)c2cc1O, [K+], [K+], O=C([O-])[O-], CN(C)C=O, O. The product is COc1cc2nc(-c3ccc(-c4ccccc4)c(F)c3)nc(Nc3ccc4c(cnn4C(=O)OC(C)(C)C)c3)c2cc1OCCCl. Reaction SMILES: [Br:44][CH2:45][CH2:46][Cl:47].[F:1][c:2]1[cH:3][c:4](-[c:14]2[n:15][c:16]3[cH:17][c:18]([O:42][CH3:43])[c:19]([OH:41])[cH:20][c:21]3[c:22]([NH:24][c:25]3[cH:26][c:27]4[cH:28][n:29][n:30]([C:34](=[O:35])[O:36][C:37]([CH3:38])([CH3:39])[CH3:40])[c:31]4[cH:32][cH:33]3)[n:23]2)[cH:5][cH:6][c:7]1-[c:8]1[cH:9][cH:10][cH:11][cH:12][cH:13]1.[K+:48].[K+:49].[O-:50][C:51]([O-:52])=[O:53].[O:55]=[CH:56][N:57]([CH3:58])[CH3:59].[OH2:54]>>[F:1][c:2]1[cH:3][c:4](-[c:14]2[n:15][c:16]3[cH:17][c:18]([O:42][CH3:43])[c:19]([O:41][CH2:45][CH2:46][Cl:47])[cH:20][c:21]3[c:22]([NH:24][c:25]3[cH:26][c:27]4[cH:28][n:29][n:30]([C:34](=[O:35])[O:36][C:37]([CH3:38])([CH3:39])[CH3:40])[c:31]4[cH:32][cH:33]3)[n:23]2)[cH:5][cH:6][c:7]1-[c:8]1[cH:9][cH:10][cH:11][cH:12][cH:13]1.